This data is from the Open Reaction Database (ORD), a public repository of structured organic reaction records. The task is: describe an organic reaction: reactants, conditions, products, and yield The reactants are S(=O)(Cl)Cl (thionyl chloride), CC1=C(N=CN1C(C1=CC=CC=C1)(C1=CC=CC=C1)C1=CC=CC=C1)CO (5-methyl-1-(triphenylmethyl)-1H-imidazole-4-methanol), CN(C)C=O (DMF). Run in ClCCl (dichloromethane), ClCCl (dichloromethane). Conditions: time 30 minute. Product: ClCC=1N=CN(C1C)C(C1=CC=CC=C1)(C1=CC=CC=C1)C1=CC=CC=C1 (4-(Chloromethyl)-5-methyl-1-(triphenylmethyl)-1H-imidazole). As a reaction SMILES: S(Cl)([Cl:3])=O.[CH3:5][C:6]1[N:10]([C:11]([C:24]2[CH:29]=[CH:28][CH:27]=[CH:26][CH:25]=2)([C:18]2[CH:23]=[CH:22][CH:21]=[CH:20][CH:19]=2)[C:12]2[CH:17]=[CH:16][CH:15]=[CH:14][CH:13]=2)[CH:9]=[N:8][C:7]=1[CH2:30]O.CN(C=O)C>ClCCl>[Cl:3][CH2:30][C:7]1[N:8]=[CH:9][N:10]([C:11]([C:18]2[CH:23]=[CH:22][CH:21]=[CH:20][CH:19]=2)([C:24]2[CH:29]=[CH:28][CH:27]=[CH:26][CH:25]=2)[C:12]2[CH:17]=[CH:16][CH:15]=[CH:14][CH:13]=2)[C:6]=1[CH3:5]. Procedure: A solution of thionyl chloride (1.3 ml) in dry dichloromethane (10 ml) was added over 5 min. to a stirred suspension of 5-methyl-1-(triphenylmethyl)-1H-imidazole-4-methanol (5.0 g) in a mixture of dichloromethane (100 ml) and dry DMF (2 ml) at 0°. The mixture was stirred at 0° for 30 min. and washed consecutively with 8% sodium bicarbonate (2×50 ml), water (50 ml), dried and evaporated in vacuo below 40° to give an oil (5 g). This was dissolved in ether (100 ml) and the resulting solution was fi... Starting materials: BrC=1C=NC=2N(C1)N=C(C2)C(=O)O (6-bromo-pyrazolo[1,5-A]pyrimidine-2-carboxylic acid), S1C=NC=2CCNCCC21 (5,6,7,8-tetrahydro-4H-thiazolo[4,5-d]azepine). Yields the product BrC=1C=NC=2N(C1)N=C(C2)C(=O)N2CCC1=C(CC2)SC=N1 ((6-Bromo-pyrazolo[1,5-a]pyrimidin-2-yl)-(4,5,7,8-tetrahydro-thiazolo[4,5-d]azepin-6-yl)-methanone). As a reaction SMILES: [Br:1][C:2]1[CH:3]=[N:4][C:5]2[N:6]([N:8]=[C:9]([C:11]([OH:13])=O)[CH:10]=2)[CH:7]=1.[S:14]1[C:23]2[CH2:22][CH2:21][NH:20][CH2:19][CH2:18][C:17]=2[N:16]=[CH:15]1>>[Br:1][C:2]1[CH:3]=[N:4][C:5]2[N:6]([N:8]=[C:9]([C:11]([N:20]3[CH2:21][CH2:22][C:23]4[S:14][CH:15]=[N:16][C:17]=4[CH2:18][CH2:19]3)=[O:13])[CH:10]=2)[CH:7]=1. Procedure details: The title compound was prepared in accordance with the general method of example 1 from 6-bromo-pyrazolo[1,5-A]pyrimidine-2-carboxylic acid and 5,6,7,8-tetrahydro-4H-thiazolo[4,5-d]azepine. The reaction mixture was purified by HPLC chromatography and lyophilized. Yield: 27 mg (35% of theory). ESI-MS: m/z=378 (M+H)+; Rt(HPLC): 1.08 min. (Method B). Reactants: C[Si](C#CCCO)(C)C (4-(trimethylsilyl)but-3-yn-1-ol), CC1=CC=C(C=C1)S(=O)(=O)Cl (4-methylbenzene-1-sulfonyl chloride), N1=CC=CC=C1 (pyridine). Run in ClCCl (dichloromethane). Run at time 60 hour. The product is CC1=CC=C(C=C1)S(=O)(=O)OCCC#C[Si](C)(C)C (4-(trimethylsilyl)but-3-ynyl 4-methylbenzenesulfonate). Isolated yield 77.6%. RXN SMILES: [CH3:1][Si:2]([CH3:9])([CH3:8])[C:3]#[C:4][CH2:5][CH2:6][OH:7].[CH3:10][C:11]1[CH:16]=[CH:15][C:14]([S:17](Cl)(=[O:19])=[O:18])=[CH:13][CH:12]=1.N1C=CC=CC=1>ClCCl>[CH3:10][C:11]1[CH:16]=[CH:15][C:14]([S:17]([O:7][CH2:6][CH2:5][C:4]#[C:3][Si:2]([CH3:9])([CH3:8])[CH3:1])(=[O:19])=[O:18])=[CH:13][CH:12]=1. Procedure details: A mixture of 4-(trimethylsilyl)but-3-yn-1-ol (1.00 mL; 6.00 mmol), 4-methylbenzene-1-sulfonyl chloride (2.29 g; 12.01 mmol), pyridine (0.970 mL; 12.00 mmol) in dichloromethane (15 mL) was stirred at room temperature for 60 hours. The reaction mixture was washed with an aqueous solution of saturated ammonium chloride, dried and concentrated under reduced pressure. The crude material was purified by flash chromatography on silica gel (eluent 2 to 40% ethyl acetate in heptane) to yield 1.38 g (76%)... Reactants: Cc1noc(C(C)NC(=O)OC(C)(C)C)n1, Cl, C1COCCO1. Product: Cc1noc(C(C)N)n1, Cl. Reaction SMILES: [CH3:1][c:2]1[n:3][o:4][c:5]([CH:7]([CH3:8])[NH:9][C:10](=[O:11])[O:12][C:13]([CH3:14])([CH3:15])[CH3:16])[n:6]1.[ClH:17].[O:18]1[CH2:19][CH2:20][O:21][CH2:22][CH2:23]1>>[CH3:1][c:2]1[n:3][o:4][c:5]([CH:7]([CH3:8])[NH2:9])[n:6]1.[ClH:17]. Starting materials: C1(CCCC2=CC=CC=C12)C(=O)O (1,2,3,4-tetrahydronaphthalene-1-carboxylic acid), C(C)N1N=CC(=C1)CNC1=CC=C(C=C1)C(C)C ([(1-ethylpyrazol-4-yl)methyl](4-isopropylphenyl)amine). Product: C(C)N1N=CC(=C1)CN(C(=O)C1CCCC2=CC=CC=C12)C1=CC=C(C=C1)C(C)C (N-[(1-ethylpyrazol-4-yl)methyl]-N-(4-isopropylphenyl)-1,2,3,4-tetrahydronaphthalene-1-carboxamide). Yield: 12.8%. Reaction SMILES: [CH:1]1([C:11]([OH:13])=O)[C:10]2[C:5](=[CH:6][CH:7]=[CH:8][CH:9]=2)[CH2:4][CH2:3][CH2:2]1.[CH2:14]([N:16]1[CH:20]=[C:19]([CH2:21][NH:22][C:23]2[CH:28]=[CH:27][C:26]([CH:29]([CH3:31])[CH3:30])=[CH:25][CH:24]=2)[CH:18]=[N:17]1)[CH3:15]>>[CH2:14]([N:16]1[CH:20]=[C:19]([CH2:21][N:22]([C:23]2[CH:24]=[CH:25][C:26]([CH:29]([CH3:30])[CH3:31])=[CH:27][CH:28]=2)[C:11]([CH:1]2[C:10]3[C:5](=[CH:6][CH:7]=[CH:8][CH:9]=3)[CH2:4][CH2:3][CH2:2]2)=[O:13])[CH:18]=[N:17]1)[CH3:15]. Procedure details: By the reaction and treatment in the same manner as in Example 1 using 1,2,3,4-tetrahydronaphthalene-1-carboxylic acid (0.5 g) and [(1-ethylpyrazol-4-yl)methyl](4-isopropylphenyl)amine (0.57 g) as starting materials, N-[(1-ethylpyrazol-4-yl)methyl]-N-(4-isopropylphenyl)-1,2,3,4-tetrahydronaphthalene-1-carboxamide (0.12 g) was obtained. melting point: 75-76° C.